From a dataset of the Open Reaction Database (ORD), a public repository of structured organic reaction records. describe an organic reaction: reactants, conditions, products, and yield The reactants are Cc1cccc2c(C3CCNCC3)c[nH]c12, CCO, CS(C)=O, c1cc(OCC2CO2)c2cc[nH]c2c1. Product: Cc1cccc2c(C3CCN(CC(O)COc4cccc5[nH]ccc45)CC3)c[nH]c12. As a reaction SMILES: [CH3:15][c:16]1[cH:17][cH:18][cH:19][c:20]2[c:21]([CH:25]3[CH2:26][CH2:27][NH:28][CH2:29][CH2:30]3)[cH:22][nH:23][c:24]12.[CH3:31][CH2:32][OH:33].[CH3:34][S:35]([CH3:36])=[O:37].[O:1]1[CH:2]([CH2:4][O:5][c:6]2[c:7]3[cH:8][cH:9][nH:10][c:11]3[cH:12][cH:13][cH:14]2)[CH2:3]1>>[OH:1][CH:2]([CH2:3][N:28]1[CH2:27][CH2:26][CH:25]([c:21]2[c:20]3[cH:19][cH:18][cH:17][c:16]([CH3:15])[c:24]3[nH:23][cH:22]2)[CH2:30][CH2:29]1)[CH2:4][O:5][c:6]1[c:7]2[cH:8][cH:9][nH:10][c:11]2[cH:12][cH:13][cH:14]1. The reactants are D4, FC1=C(C#N)C=C(C=C1)C=O (2-fluoro-5-formylbenzonitrile), FC=1C=C(C=C(C1)F)O (3,5-difluorophenol). The product is FC=1C=C(OC2=C(C#N)C=C(C=C2)C=O)C=C(C1)F (2-(3,5-difluorophenoxy)-5-formylbenzonitrile). RXN SMILES: F[C:2]1[CH:9]=[CH:8][C:7]([CH:10]=[O:11])=[CH:6][C:3]=1[C:4]#[N:5].[F:12][C:13]1[CH:14]=[C:15]([OH:20])[CH:16]=[C:17]([F:19])[CH:18]=1>>[F:12][C:13]1[CH:14]=[C:15]([CH:16]=[C:17]([F:19])[CH:18]=1)[O:20][C:2]1[CH:9]=[CH:8][C:7]([CH:10]=[O:11])=[CH:6][C:3]=1[C:4]#[N:5]. Procedure: The title compound was prepared by a procedure similar to that described for D4 starting from 2-fluoro-5-formylbenzonitrile and 3,5-difluorophenol.